Task: describe an organic reaction: reactants, conditions, products, and yield. Dataset: the Open Reaction Database (ORD), a public repository of structured organic reaction records Reactants: CC(C)(C)OC(=O)NS(=O)(=O)C1(CO)CC1, ClCCl, O=[Cr](=O)([O-])Cl, c1cc[nH+]cc1. Yields the product CC(C)(C)OC(=O)NS(=O)(=O)C1(C=O)CC1. As a reaction SMILES: [C:1](=[O:2])([O:3][C:4]([CH3:5])([CH3:6])[CH3:7])[NH:8][S:9](=[O:10])(=[O:11])[C:12]1([CH2:15][OH:16])[CH2:13][CH2:14]1.[Cl:28][CH2:29][Cl:30].[O:17]=[Cr:18]([Cl:19])([O-:20])=[O:21].[nH+:22]1[cH:23][cH:24][cH:25][cH:26][cH:27]1>>[C:1](=[O:2])([O:3][C:4]([CH3:5])([CH3:6])[CH3:7])[NH:8][S:9](=[O:10])(=[O:11])[C:12]1([CH:15]=[O:16])[CH2:13][CH2:14]1. Starting materials: C1=CC=CC=2C3=CC=CC=C3CC12 (Fluorene), C(Cl)(Cl)(Cl)Cl (carbon tetrachloride). The product is ClC1(C2=CC=CC=C2C=2C=CC=CC12)Cl (9,9-dichlorofluorene). As a reaction SMILES: [CH:1]1[C:13]2C[C:11]3[C:6](=[CH:7][CH:8]=[CH:9][CH:10]=3)[C:5]=2[CH:4]=[CH:3][CH:2]=1.[C:14]([Cl:18])(Cl)(Cl)[Cl:15]>>[Cl:15][C:14]1([Cl:18])[C:4]2[CH:3]=[CH:2][CH:1]=[CH:13][C:5]=2[C:6]2[C:11]1=[CH:10][CH:9]=[CH:8][CH:7]=2. Procedure: To the reactor which has been purged with nitrogen is charged a volume of carbon tetrachloride (400 mL) such that its level just comes to the bottom of the sixth stage. NaOH solution (the same solution used in the previous run (Example 49), Part A), 25 percent by weight, 6.14 moles, 245.6 g dry weight, 983 g solution weight, 774.0 mL) is then charged to the reactor, and fills all six of the stirred zones. The stirrer is started and its speed adjusted to 1500 rpm. Fluorene (0.185 moles, 30.75 g) ... Reactants: C1CCOC1, [Li]CCCC, CI, CCOCC, CCCCC1(CCCC)CN(c2ccccc2)c2cc(Br)c(OC)cc2S(=O)(=O)N1Cc1ccc(OC)cc1. Product: CCCCC1(CCCC)CN(c2ccccc2)c2cc(C)c(OC)cc2S(=O)(=O)N1Cc1ccc(OC)cc1. Reaction SMILES: [CH2:52]1[O:53][CH2:54][CH2:55][CH2:56]1.[CH3:40][CH2:41][CH2:42][CH2:43][Li:44].[CH3:45][I:46].[CH3:47][CH2:48][O:49][CH2:50][CH3:51].[O:1]=[S:2]1(=[O:39])[N:3]([CH2:30][c:31]2[cH:32][cH:33][c:34]([O:37][CH3:38])[cH:35][cH:36]2)[C:4]([CH2:22][CH2:23][CH2:24][CH3:25])([CH2:26][CH2:27][CH2:28][CH3:29])[CH2:5][N:6]([c:16]2[cH:17][cH:18][cH:19][cH:20][cH:21]2)[c:7]2[c:8]1[cH:9][c:10]([O:14][CH3:15])[c:11]([Br:13])[cH:12]2>>[O:1]=[S:2]1(=[O:39])[N:3]([CH2:30][c:31]2[cH:32][cH:33][c:34]([O:37][CH3:38])[cH:35][cH:36]2)[C:4]([CH2:22][CH2:23][CH2:24][CH3:25])([CH2:26][CH2:27][CH2:28][CH3:29])[CH2:5][N:6]([c:16]2[cH:17][cH:18][cH:19][cH:20][cH:21]2)[c:7]2[c:8]1[cH:9][c:10]([O:14][CH3:15])[c:11]([CH3:40])[cH:12]2. The reactants are OC1=C(C=C(C(=O)OC)C=C1[N+](=O)[O-])OC (Methyl 4-hydroxy-3-methoxy-5-nitrobenzoate), C(C(=O)Cl)(=O)Cl (oxalyl chloride), O (water). The solvent is CN(C)C=O (DMF). Run at temperature 80 celsius, time 3 hour. The product is ClC1=C(C=C(C(=O)OC)C=C1[N+](=O)[O-])OC (Methyl 4-chloro-3-methoxy-5-nitrobenzoate). The yield is 68.6%. As a reaction SMILES: O[C:2]1[C:11]([N+:12]([O-:14])=[O:13])=[CH:10][C:5]([C:6]([O:8][CH3:9])=[O:7])=[CH:4][C:3]=1[O:15][CH3:16].C(Cl)(=O)C([Cl:20])=O.O>CN(C=O)C>[Cl:20][C:2]1[C:11]([N+:12]([O-:14])=[O:13])=[CH:10][C:5]([C:6]([O:8][CH3:9])=[O:7])=[CH:4][C:3]=1[O:15][CH3:16]. Procedure: A solution of methyl 4-hydroxy-3-methoxy-5-nitrobenzoate (2) (4.4 g, 19 mmol) in DMF (30 mL) at 0° C. was treated with oxalyl chloride (5.09 mL, 58.1 mmol) dropwise. The mixture was then stirred at 80° C. for 3 h under a CaCl2 drying tube. The mixture was allowed to cool to RT, poured in to iced water (100 mL) and stirred for 15 min. The precipitate was collected by filtration and washed with water and MeOH to afford methyl 4-chloro-3-methoxy-5-nitrobenzoate (3) (3.2 g, 65% yield) as a yellow so... Starting materials: [BH4-], CO, Cc1c(C(=O)C2CCCCC2)oc2cccc(F)c12, [Na+], C1CCOC1. Product: Cc1c(C(O)C2CCCCC2)oc2cccc(F)c12. Reaction SMILES: [BH4-:20].[CH3:27][OH:28].[CH:1]1([C:7](=[O:8])[c:9]2[o:10][c:11]3[c:12]([c:13]2[CH3:14])[c:15]([F:19])[cH:16][cH:17][cH:18]3)[CH2:2][CH2:3][CH2:4][CH2:5][CH2:6]1.[Na+:21].[O:22]1[CH2:23][CH2:24][CH2:25][CH2:26]1>>[CH:1]1([CH:7]([OH:8])[c:9]2[o:10][c:11]3[c:12]([c:13]2[CH3:14])[c:15]([F:19])[cH:16][cH:17][cH:18]3)[CH2:2][CH2:3][CH2:4][CH2:5][CH2:6]1.